This data is from the Open Reaction Database (ORD), a public repository of structured organic reaction records. The task is: describe an organic reaction: reactants, conditions, products, and yield Reactants: CCOP(=O)(CC(C(=O)OC)c1cccc(CNC(=O)OC(C)(C)C)c1)C(NC(=O)OCc1ccccc1)C(C)C, CO. Yields the product CCOP(=O)(CC(C(=O)OC)c1cccc(CNC(=O)OC(C)(C)C)c1)C(N)C(C)C. RXN SMILES: [CH3:1][O:2][C:3]([CH:4]([CH2:5][P:6](=[O:7])([O:8][CH2:9][CH3:10])[CH:11]([CH:12]([CH3:13])[CH3:14])[NH:15][C:16]([O:17][CH2:18][c:19]1[cH:20][cH:21][cH:22][cH:23][cH:24]1)=[O:25])[c:26]1[cH:27][c:28]([CH2:32][NH:33][C:34](=[O:35])[O:36][C:37]([CH3:38])([CH3:39])[CH3:40])[cH:29][cH:30][cH:31]1)=[O:41].[CH3:42][OH:43]>>[CH3:1][O:2][C:3]([CH:4]([CH2:5][P:6](=[O:7])([O:8][CH2:9][CH3:10])[CH:11]([CH:12]([CH3:13])[CH3:14])[NH2:15])[c:26]1[cH:27][c:28]([CH2:32][NH:33][C:34](=[O:35])[O:36][C:37]([CH3:38])([CH3:39])[CH3:40])[cH:29][cH:30][cH:31]1)=[O:41]. Reactants: N1(C=NC=C1)C(=O)O (imidazole-1-carboxylic acid), FC1=C(C(=CC=C1)F)NC1=C(C(=CC=C1)OC1=CC=CC=C1)[NH-] (2-(2,6-difluorophenylamino)-6-phenoxyphenylamide). Run in O1CCCC1 (tetrahydrofuran). Reaction conditions: time 4 hour. Product: FC1=C(C(=CC=C1)F)N1C(NCC2=C(C=CC=C12)OC1=CC=CC=C1)=O (2,6-Difluorophenyl-5-phenoxy-3,4-dihydro-(1H)-quinazolin-2-one). As a reaction SMILES: [N:1]1([C:6](O)=[O:7])C=CN=[CH:2]1.[F:9][C:10]1[CH:15]=[CH:14][CH:13]=[C:12]([F:16])[C:11]=1[NH:17][C:18]1[CH:23]=[CH:22][CH:21]=[C:20]([O:24][C:25]2[CH:30]=[CH:29][CH:28]=[CH:27][CH:26]=2)[C:19]=1[NH-]>O1CCCC1>[F:9][C:10]1[CH:15]=[CH:14][CH:13]=[C:12]([F:16])[C:11]=1[N:17]1[C:18]2[C:19](=[C:20]([O:24][C:25]3[CH:30]=[CH:29][CH:28]=[CH:27][CH:26]=3)[CH:21]=[CH:22][CH:23]=2)[CH2:2][NH:1][C:6]1=[O:7]. Reported procedure: The product of example 1c above, 2-phenoxy-6-(2,6-difluorophenylamino)benzylamine, (0.159 g 0.49 mmol) was dissolved in dry tetrahydrofuran (6 mL) and stirred under argon at room temperature. 1,1′-Carbonyldiimidazole (0.102 g, 0.63 mmol) dissolved in dry tetrahydrofuran (4 mL) was added and the mixture stirred at room temperature, and then heated to reflux The solvent was evaporated in vacuo, to give a crude product which was flash chromatographed on silica gel eluted with 0–3% methanol in methy...